This data is from the Open Reaction Database (ORD), a public repository of structured organic reaction records. The task is: describe an organic reaction: reactants, conditions, products, and yield The reactants are C(Cl)(Cl)Cl (CHCl3), C(C)OC([C@H]1N(C[C@H](C1)C#N)C(=O)OCC1=CC=CC=C1)=O (N-(benzyloxycarbonyl)-cis-4-cyano-L-proline ethyl ester), C(C)OC([C@@H]1N(C[C@H](C1)OS(=O)(=O)C1=CC=C(C)C=C1)C(=O)OCC1=CC=CC=C1)=O (N-(Benyloxycarbonyl)-trans-4-tosyloxy-D-proline ethyl ester), [C-]#N.[Na+] (NaCN), cis nitrile ester. Solvent: CS(=O)C (DMSO). The product is C(C)OC([C@@H]1N(C[C@@H](C1)C#N)C(=O)OCC1=CC=CC=C1)=O (N-(Benzyloxycarbonyl)-cis-4-cyano-D-proline ethyl ester). As a reaction SMILES: C(OC(=O)[C@H]1C[C@H](OS(C2C=CC(C)=CC=2)(=O)=O)CN1C(OCC1C=CC=CC=1)=O)C.[C-]#N.[Na+].C(Cl)(Cl)Cl.[CH2:39]([O:41][C:42](=[O:60])[C@@H:43]1[CH2:47][C@H:46]([C:48]#[N:49])[CH2:45][N:44]1[C:50]([O:52][CH2:53][C:54]1[CH:59]=[CH:58][CH:57]=[CH:56][CH:55]=1)=[O:51])[CH3:40]>CS(C)=O>[CH2:39]([O:41][C:42](=[O:60])[C@H:43]1[CH2:47][C@@H:46]([C:48]#[N:49])[CH2:45][N:44]1[C:50]([O:52][CH2:53][C:54]1[CH:59]=[CH:58][CH:57]=[CH:56][CH:55]=1)=[O:51])[CH3:40] |f:1.2|. Procedure: The tosylate 12 (2.02 g, 4.53 mmol) was treated with NaCN in DMSO at 80° C. to provide, after workup, the cis nitrile ester (0.88 g, 64%) as a colorless oil: [α]25D +32° (c 1.04, CHCl3); Spectra were identical in all respects to those of the enantiomer N-(benzyloxycarbonyl)-cis-4-cyano-L-proline ethyl ester; HRMS (EI, 22 eV) m/e 302.1255 (302.1266 calcd for C16H18NO4). Reactants: CS(=O)(=O)Cl, CC1(C)Oc2cc(N)ccc2C(c2ccc(F)cc2)=C1F, c1ccncc1. The product is CC1(C)Oc2cc(NS(C)(=O)=O)ccc2C(c2ccc(F)cc2)=C1F. Reaction SMILES: [CH3:1][S:2]([Cl:3])(=[O:4])=[O:5].[F:6][C:7]1=[C:16]([c:17]2[cH:18][cH:19][c:20]([F:23])[cH:21][cH:22]2)[c:15]2[c:10]([cH:11][c:12]([NH2:24])[cH:13][cH:14]2)[O:9][C:8]1([CH3:25])[CH3:26].[cH:27]1[cH:28][cH:29][n:30][cH:31][cH:32]1>>[CH3:1][S:2](=[O:4])(=[O:5])[NH:24][c:12]1[cH:11][c:10]2[c:15]([cH:14][cH:13]1)[C:16]([c:17]1[cH:18][cH:19][c:20]([F:23])[cH:21][cH:22]1)=[C:7]([F:6])[C:8]([CH3:25])([CH3:26])[O:9]2.